This data is from the Open Reaction Database (ORD), a public repository of structured organic reaction records. The task is: describe an organic reaction: reactants, conditions, products, and yield Starting materials: BrC1=CC=2C3=C(NC2C=N1)N=CC(=C3)C3=CC=C(C=C3)CN3CCCCC3 (6-bromo-3-(4-piperidin-1-ylmethyl-phenyl)-9H-dipyrido[2,3-b;4′,3′-d]pyrrole), CNCCNC (N,N′-dimethyl-1,2-ethanediamine), [I-].[Na+] (sodium iodide). Reagents/catalysts: [Cu]I (copper (I) iodide). Run in ClCCl (dichloromethane), O1CCOCC1 (1,4-dioxane). Reaction conditions: temperature 110 celsius. Yields the product IC1=CC=2C3=C(NC2C=N1)N=CC(=C3)C3=CC=C(C=C3)CN3CCCCC3 (6-Iodo-3-(4-piperidin-1-ylmethyl-phenyl)-9H-dipyrido[2,3-b;4′,3′-d]pyrrole). Yield: 99.6%. As a reaction SMILES: Br[C:2]1[N:10]=[CH:9][C:8]2[NH:7][C:6]3[N:11]=[CH:12][C:13]([C:15]4[CH:20]=[CH:19][C:18]([CH2:21][N:22]5[CH2:27][CH2:26][CH2:25][CH2:24][CH2:23]5)=[CH:17][CH:16]=4)=[CH:14][C:5]=3[C:4]=2[CH:3]=1.CNCCNC.[I-:34].[Na+]>O1CCOCC1.ClCCl.[Cu]I>[I:34][C:2]1[N:10]=[CH:9][C:8]2[NH:7][C:6]3[N:11]=[CH:12][C:13]([C:15]4[CH:20]=[CH:19][C:18]([CH2:21][N:22]5[CH2:27][CH2:26][CH2:25][CH2:24][CH2:23]5)=[CH:17][CH:16]=4)=[CH:14][C:5]=3[C:4]=2[CH:3]=1 |f:2.3|. Reported procedure: A mixture of 6-bromo-3-(4-piperidin-1-ylmethyl-phenyl)-9H-dipyrido[2,3-b;4′,3′-d]pyrrole (250 mg, 0.6 mmol), copper (I) iodide (23 mg, 0.12 mmol), N,N′-dimethyl-1,2-ethanediamine (0.013 mL, 0.12 mmol), and sodium iodide (360 mg, 2.4 mmol) in 1,4-dioxane was heated at 110° C. for 3 days. The reaction was diluted with dichloromethane (20 mL), filtered, and concentrated to afford a residue that was purified by flash chromatography (silica, 10 g column, Biotage, 0-10% methanol in (DCM containing 1% ... Reactants: COCCOCOc1c(OC)cc(C=CC(=O)N2CCN(CCOC(c3ccccc3)c3ccccc3)CC2)cc1OC, CO, [Na+], [Na+], O=C([O-])[O-], O, O, Cc1ccc(S(=O)(=O)O)cc1. Product: COc1cc(C=CC(=O)N2CCN(CCOC(c3ccccc3)c3ccccc3)CC2)cc(OC)c1O. As a reaction SMILES: [CH3:1][O:2][c:3]1[cH:4][c:5]([CH:18]=[CH:19][C:20](=[O:21])[N:22]2[CH2:23][CH2:24][N:25]([CH2:28][CH2:29][O:30][CH:31]([c:32]3[cH:33][cH:34][cH:35][cH:36][cH:37]3)[c:38]3[cH:39][cH:40][cH:41][cH:42][cH:43]3)[CH2:26][CH2:27]2)[cH:6][c:7]([O:16][CH3:17])[c:8]1[O:9][CH2:10][O:11][CH2:12][CH2:13][O:14][CH3:15].[CH3:62][OH:63].[Na+:56].[Na+:57].[O-:58][C:59](=[O:60])[O-:61].[OH2:44].[OH2:64].[c:45]1([CH3:46])[cH:47][cH:48][c:49]([S:50]([OH:51])(=[O:52])=[O:53])[cH:54][cH:55]1>>[CH3:1][O:2][c:3]1[cH:4][c:5]([CH:18]=[CH:19][C:20](=[O:21])[N:22]2[CH2:23][CH2:24][N:25]([CH2:28][CH2:29][O:30][CH:31]([c:32]3[cH:33][cH:34][cH:35][cH:36][cH:37]3)[c:38]3[cH:39][cH:40][cH:41][cH:42][cH:43]3)[CH2:26][CH2:27]2)[cH:6][c:7]([O:16][CH3:17])[c:8]1[OH:9]. The reactants are CC1CN(CC(C)(C)n2cnc([N+](=O)[O-])c2)CC(C)O1, O=C(Cc1cc(F)cc(F)c1)NC(C(=O)O)c1ccccc1. Product: CC1CN(CC(C)(C)n2cnc(NC(=O)C(NC(=O)Cc3cc(F)cc(F)c3)c3ccccc3)c2)CC(C)O1. Reaction SMILES: [CH3:1][CH:2]1[O:3][CH:4]([CH3:20])[CH2:5][N:6]([CH2:8][C:9]([CH3:10])([n:11]2[cH:12][n:13][c:14]([N+:16]([O-:17])=[O:18])[cH:15]2)[CH3:19])[CH2:7]1.[F:21][c:22]1[cH:23][c:24]([CH2:29][C:30](=[O:31])[NH:32][CH:33]([C:34](=[O:35])[OH:36])[c:37]2[cH:38][cH:39][cH:40][cH:41][cH:42]2)[cH:25][c:26]([F:28])[cH:27]1>>[CH3:1][CH:2]1[O:3][CH:4]([CH3:20])[CH2:5][N:6]([CH2:8][C:9]([CH3:10])([n:11]2[cH:12][n:13][c:14]([NH:16][C:34]([CH:33]([NH:32][C:30]([CH2:29][c:24]3[cH:23][c:22]([F:21])[cH:27][c:26]([F:28])[cH:25]3)=[O:31])[c:37]3[cH:38][cH:39][cH:40][cH:41][cH:42]3)=[O:35])[cH:15]2)[CH3:19])[CH2:7]1. Reactants: CC=1C(=CNC1C1=CC=CC=C1)C=O (4-methyl-5-phenyl-1H-pyrrole-3-carbaldehyde), O1CCOC2=C1C=CC=C2S(=O)(=O)Cl (2,3-dihydro-1,4-benzodioxine-5-sulfonyl chloride), [H-].[Na+] (sodium hydride), C1COCCOCCOCCOCCO1 (15-crown-5). The product is O1CCOC2=C1C=CC=C2S(=O)(=O)N2C=C(C(=C2C2=CC=CC=C2)C)C=O (1-(2,3-Dihydro-1,4-benzodioxin-5-ylsulfonyl)-4-methyl-5-phenyl-1H-pyrrole-3-carbaldehyde). Reaction SMILES: [CH3:1][C:2]1[C:3]([CH:13]=[O:14])=[CH:4][NH:5][C:6]=1[C:7]1[CH:12]=[CH:11][CH:10]=[CH:9][CH:8]=1.[H-].[Na+].C1OCCOCCOCCOCCOC1.[O:32]1[C:37]2[CH:38]=[CH:39][CH:40]=[C:41]([S:42](Cl)(=[O:44])=[O:43])[C:36]=2[O:35][CH2:34][CH2:33]1>>[O:32]1[C:37]2[CH:38]=[CH:39][CH:40]=[C:41]([S:42]([N:5]3[C:6]([C:7]4[CH:12]=[CH:11][CH:10]=[CH:9][CH:8]=4)=[C:2]([CH3:1])[C:3]([CH:13]=[O:14])=[CH:4]3)(=[O:44])=[O:43])[C:36]=2[O:35][CH2:34][CH2:33]1 |f:1.2|. Procedure details: Using 4-methyl-5-phenyl-1H-pyrrole-3-carbaldehyde (185 mg), sodium hydride (60% in oil, 116 mg), 15-crown-5 (881 mg) and 2,3-dihydro-1,4-benzodioxine-5-sulfonyl chloride (516 mg), a procedure as in Reference Example 219 was performed to give the title compound as a pale-yellow amorphous (yield 295 mg, 77%). Reactants: CC(=O)OC(C)=O, CCOC(C)=O, C=CCCC(c1cc2cc(Oc3ccccc3)ccc2nc1N)C1CCOCC1, O=S(=O)(O)O. Yields the product C=CCCC(c1cc2cc(Oc3ccccc3)ccc2nc1NC(C)=O)C1CCOCC1. Reaction SMILES: [CH3:30][C:31](=[O:32])[O:33][C:34](=[O:35])[CH3:36].[CH3:42][CH2:43][O:44][C:45](=[O:46])[CH3:47].[O:1]([c:2]1[cH:3][cH:4][cH:5][cH:6][cH:7]1)[c:8]1[cH:9][c:10]2[cH:11][c:12]([CH:19]([CH2:20][CH2:21][CH:22]=[CH2:23])[CH:24]3[CH2:25][CH2:26][O:27][CH2:28][CH2:29]3)[c:13]([NH2:18])[n:14][c:15]2[cH:16][cH:17]1.[S:37](=[O:38])(=[O:39])([OH:40])[OH:41]>>[O:1]([c:2]1[cH:3][cH:4][cH:5][cH:6][cH:7]1)[c:8]1[cH:9][c:10]2[cH:11][c:12]([CH:19]([CH2:20][CH2:21][CH:22]=[CH2:23])[CH:24]3[CH2:25][CH2:26][O:27][CH2:28][CH2:29]3)[c:13]([NH:18][C:31]([CH3:30])=[O:32])[n:14][c:15]2[cH:16][cH:17]1. Reactants: CCOC(=O)CC(=O)OCC, CN(C)C=O, Clc1ncccn1, [H-], [Na+], O. Yields the product CCOC(=O)C(C(=O)OCC)c1ncccn1. Reaction SMILES: [C:3]([CH2:4][C:5](=[O:6])[O:7][CH2:8][CH3:9])(=[O:10])[O:11][CH2:12][CH3:13].[CH3:22][N:23]([CH3:24])[CH:25]=[O:26].[Cl:14][c:15]1[n:16][cH:17][cH:18][cH:19][n:20]1.[H-:1].[Na+:2].[OH2:21]>>[C:3]([CH:4]([C:5](=[O:6])[O:7][CH2:8][CH3:9])[c:15]1[n:16][cH:17][cH:18][cH:19][n:20]1)(=[O:10])[O:11][CH2:12][CH3:13].